Task: describe an organic reaction: reactants, conditions, products, and yield. Dataset: the Open Reaction Database (ORD), a public repository of structured organic reaction records Reactants: C(C)(C)(C)C=1C=C(C=C(C1O)C(C)(C)C)CC(=O)OCC (Ethyl (3,5-di-t-butyl-4-hydroxyphenyl)-acetate), C1CC(=O)N(C1=O)Br (NBS). Reagents/catalysts: C(C1=CC=CC=C1)(=O)OOC(C1=CC=CC=C1)=O (benzoyl peroxide). The solvent is C(Cl)(Cl)(Cl)Cl (carbon tetrachloride). Reaction conditions: temperature 60 celsius, time 18 hour. Yields the product BrC(C(=O)OCC)C1=CC(=C(C(=C1)C(C)(C)C)O)C(C)(C)C (Ethyl 2-bromo-(3,5-di-t-butyl-4-hydroxyphenyl)-acetate). The yield is 107.7%. Reaction SMILES: [C:1]([C:5]1[CH:6]=[C:7]([CH2:16][C:17]([O:19][CH2:20][CH3:21])=[O:18])[CH:8]=[C:9]([C:12]([CH3:15])([CH3:14])[CH3:13])[C:10]=1[OH:11])([CH3:4])([CH3:3])[CH3:2].C1C(=O)N([Br:29])C(=O)C1>C(Cl)(Cl)(Cl)Cl.C(OOC(=O)C1C=CC=CC=1)(=O)C1C=CC=CC=1>[Br:29][CH:16]([C:7]1[CH:8]=[C:9]([C:12]([CH3:13])([CH3:14])[CH3:15])[C:10]([OH:11])=[C:5]([C:1]([CH3:2])([CH3:3])[CH3:4])[CH:6]=1)[C:17]([O:19][CH2:20][CH3:21])=[O:18]. Procedure: In carbon tetrachloride (15 mL) was dissolved Intermediate 10 (1.46 g, 5.0 mmol) and NBS (1.33 g, 7.5 mmol). The solution was treated with benzoyl peroxide (~2 mg) and warmed to 60° C. and stirred for 18 hours. The mixture was cooled to room temperature and filtered free of insolubles. The filtrate was evaporated in vacuo to give 2.0 g (>100%) of the crude product as an oil. Reactants: O (water), FC1=CC=C(CN)C=C1 (4-Fluorobenzylamine), C1(C=2C(C(=O)O1)=CC=CC2)=O (phthalic anhydride). The solvent is C(Cl)Cl (CH2Cl2), C(C)(=O)O (acetic acid). Product: FC1=CC=C(CN2C(C3=CC=CC=C3C2=O)=O)C=C1 (2-(4-Fluorobenzyl)-isoindole-1,3-dione). As a reaction SMILES: [F:1][C:2]1[CH:9]=[CH:8][C:5]([CH2:6][NH2:7])=[CH:4][CH:3]=1.[C:10]1(=O)[O:15][C:13](=[O:14])[C:12]2=[CH:16][CH:17]=[CH:18][CH:19]=[C:11]12.O>C(Cl)Cl.C(O)(=O)C>[F:1][C:2]1[CH:9]=[CH:8][C:5]([CH2:6][N:7]2[C:13](=[O:14])[C:12]3[C:11](=[CH:19][CH:18]=[CH:17][CH:16]=3)[C:10]2=[O:15])=[CH:4][CH:3]=1. Procedure: 4-Fluorobenzylamine (20 g, 160 mmol) in 10 mL CH2Cl2 was added to phthalic anhydride (5 g, 34 mmol) in 20 mL glacial acetic acid. The reaction was stirred at 100° C. for 4 h as water was collected with a Dean-Stark trap. Solvent was evaporated and the product was obtained by crystallization from ethanol (7.5 g, 87%). The reactants are CI (methyl iodide), ice water, ClC1=CC=C(C=C1)C1NC(NS(C1)(=O)=O)=O (5-(4-chlorophenyl)-1,1-dioxo-[1,2,4]thiadiazinan-3-one), C[O-].[Na+] (sodium methoxide). The solvent is CO (methanol), CN(C)C=O (DMF). Conditions: time 12 hour. Product: ClC1=CC=C(C=C1)C1NC(N(S(C1)(=O)=O)C)=O (5-(4-Chlorophenyl)-2-methyl-1,1-dioxo-[1,2,4]thiadiazinan-3-one). RXN SMILES: [Cl:1][C:2]1[CH:7]=[CH:6][C:5]([CH:8]2[CH2:13][S:12](=[O:15])(=[O:14])[NH:11][C:10](=[O:16])[NH:9]2)=[CH:4][CH:3]=1.[CH3:17][O-].[Na+].CI>CO.CN(C=O)C>[Cl:1][C:2]1[CH:3]=[CH:4][C:5]([CH:8]2[CH2:13][S:12](=[O:15])(=[O:14])[N:11]([CH3:17])[C:10](=[O:16])[NH:9]2)=[CH:6][CH:7]=1 |f:1.2|. Reported procedure: Using a method similar to that described by A. Etienne et al. (Bull. Soc. Chim. Fr., 1974, 1395) 5-(4-chlorophenyl)-1,1-dioxo-[1,2,4]thiadiazinan-3-one DE3 is treated with sodium methoxide (1 equivalent) in methanol. Add methyl iodide (1.2 equivalent) in DMF and allow to stir for 12 h. Pour the mixture into ice water and collect the precipitate of the title compound DE4.